This data is from the Open Reaction Database (ORD), a public repository of structured organic reaction records. The task is: describe an organic reaction: reactants, conditions, products, and yield Starting materials: BrCC=1C=C(C(=O)OCC)C=C(C1)C1(CCCC1)C#N (ethyl 3-(bromomethyl)-5-(1-cyanocyclopentyl)benzoate), C(C)(C)(C)OC(=O)NC(CO)(CC1=CC=CC=C1)C (2-tert-butoxycarbonylamino-2-methyl-3-phenylpropan-1-ol), C(C)(C)(C)C1=NC(=CC=C1)C(C)(C)C (2,6-di-tert-butylpyridine). The reagents and catalysts are FC(S(=O)(=O)[O-])(F)F.[Ag+] (silver trifluoromethanesulfonate). Run in ClC(C)Cl (dichloroethane). Reaction conditions: time 8 hour. The product is C(C)(C)(C)OC(=O)NC(COCC=1C=C(C(=O)OCC)C=C(C1)C1(CCCC1)C#N)(CC1=CC=CC=C1)C (ethyl 3-((2-tert-butoxycarbonylamino-2-methyl-3-phenylpropoxy)methyl)-5-(1-cyanocyclopentyl)benzoate). As a reaction SMILES: Br[CH2:2][C:3]1[CH:4]=[C:5]([CH:11]=[C:12]([C:14]2([C:19]#[N:20])[CH2:18][CH2:17][CH2:16][CH2:15]2)[CH:13]=1)[C:6]([O:8][CH2:9][CH3:10])=[O:7].[C:21]([O:25][C:26]([NH:28][C:29]([CH3:39])([CH2:32][C:33]1[CH:38]=[CH:37][CH:36]=[CH:35][CH:34]=1)[CH2:30][OH:31])=[O:27])([CH3:24])([CH3:23])[CH3:22].C(C1C=CC=C(C(C)(C)C)N=1)(C)(C)C>ClC(Cl)C.FC(F)(F)S([O-])(=O)=O.[Ag+]>[C:21]([O:25][C:26]([NH:28][C:29]([CH3:39])([CH2:32][C:33]1[CH:34]=[CH:35][CH:36]=[CH:37][CH:38]=1)[CH2:30][O:31][CH2:2][C:3]1[CH:4]=[C:5]([CH:11]=[C:12]([C:14]2([C:19]#[N:20])[CH2:18][CH2:17][CH2:16][CH2:15]2)[CH:13]=1)[C:6]([O:8][CH2:9][CH3:10])=[O:7])=[O:27])([CH3:24])([CH3:22])[CH3:23] |f:4.5|. Procedure details: To a solution of ethyl 3-(bromomethyl)-5-(1-cyanocyclopentyl)benzoate (0.15 g, 0.45 mmol) and 2-tert-butoxycarbonylamino-2-methyl-3-phenylpropan-1-ol (0.21 g, 0.79 mmol in 8 mL dichloroethane was added 2,6-di-tert-butylpyridine, polymer bound (0.72 g, 1.3 mmol) and silver trifluoromethanesulfonate (0.20 g, 0.79 mmol). The reaction was stirred at rt overnight and filtered. Concentration and flash chromatography (silica gel, 0-25% EtOAc/hexanes) gave ethyl 3-((2-tert-butoxycarbonylamino-2-methyl-3... Reagents/catalysts: [OH-].[OH-].[Pd+2] (Pd(OH)2). Procedure details: A mixture of the title compound of Step 15 (2.00 g, 7.51 mmol) and 20% Pd(OH)2 /C in MeOH (50 mL) was placed under a hydrogen atmosphere (60 psi) at room temperature for 37 hours. The filtrate was concentrated to give the title compound as a clear, yellow oil (1.34 g). The proton NMR spectral data showed that the desired product was contaminated with a small amount of unreacted starting material (5%). As a reaction SMILES: [CH2:1]([N:8]([CH2:10][CH2:11][N:12]1[CH2:20][C:19]2[C:14](=[CH:15][CH:16]=[CH:17][CH:18]=2)[CH2:13]1)C)C1C=CC=CC=1>CO.[OH-].[OH-].[Pd+2]>[CH3:1][NH:8][CH2:10][CH2:11][N:12]1[CH2:13][C:14]2[C:19](=[CH:18][CH:17]=[CH:16][CH:15]=2)[CH2:20]1 |f:2.3.4|. The reactants are C(C1=CC=CC=C1)N(C)CCN1CC2=CC=CC=C2C1 (2-[2-(N-Benzyl-N-methylamino)ethyl]-1,3-dihydroisoindole). Run in CO (MeOH). Yields the product CNCCN1CC2=CC=CC=C2C1 (2-[2-(Methylamino)ethyl]-1,3-dihydroisoindole), oil. Starting materials: S(=O)(=O)(C)OCC1=CC(=CC=C1)NC(=O)OC(C)(C)C (1-(MESYLOXY)-1-(3-((tert-BUTOXYCARBONYL)AMINO)PHENYL)METHANE), N1C=NC=C1.[Na] (sodium imidazole). Solvent: CN(C)C=O (DMF). Run at temperature 70 celsius. Yields the product N1(C=NC=C1)CC1=CC(=CC=C1)NC(=O)OC(C)(C)C (1-(1H-IMIDAZOL-1-yl)-1-[3-[(tert-BUTOXYCARBONYL)AMINO]PHENYL]-METHANE). The yield is 68.0%. Reaction SMILES: S(O[CH2:6][C:7]1[CH:12]=[CH:11][CH:10]=[C:9]([NH:13][C:14]([O:16][C:17]([CH3:20])([CH3:19])[CH3:18])=[O:15])[CH:8]=1)(C)(=O)=O.[NH:21]1[CH:25]=[CH:24][N:23]=[CH:22]1.[Na]>CN(C=O)C>[N:21]1([CH2:6][C:7]2[CH:12]=[CH:11][CH:10]=[C:9]([NH:13][C:14]([O:16][C:17]([CH3:20])([CH3:19])[CH3:18])=[O:15])[CH:8]=2)[CH:25]=[CH:24][N:23]=[CH:22]1 |f:1.2,^1:25|. Reported procedure: The title compound from Step A above (14.54 g, 44.8 mmoles) was dissolved in anhydrous DMF (100 mL) and sodium imidazole (6.52 g, 72.4 mmoles) was added. The mixture was heated under argon at 70° C. for 2 h. The solution was evaporated to dryness and chromatographed on silica gel using 2% (10% conc. NH4OH in methanol)-dichloromethane as the eluant to give the title compound (8.92 g, 68%): Starting materials: C(C#CC)N1C(=NC2=C1C(NN(C2=O)C)=O)N2C[C@@H](CCC2)NC(=O)OC(C)(C)C ((R)-1-(but-2-ynyl)-2-(3-tert-butoxycarbonylamino-piperidin-1-yl)-5-methyl-5,6-dihydro-1H-imidazo[4,5-d]pyridazine-4,7-dione), O (water), C([O-])([O-])=O.[K+].[K+] (potassium carbonate), CC=1N=C(C2=CC=CC=C2C1)CCl (3-methyl-isoquinolin-1-yl-methylchloride). Run in CN(C=O)C (dimethylformamide). Reaction conditions: temperature 50 celsius, time 5 hour. Yields the product C(C#CC)N1C(=NC2=C1C(N(N(C2=O)C)CC2=NC(=CC1=CC=CC=C21)C)=O)N2C[C@@H](CCC2)NC(=O)OC(C)(C)C ((R)-1-(but-2-ynyl)-2-(3-tert-butoxycarbonylamino-piperidin-1-yl)-5-methyl-6-(3-methyl-isoquinolin-1-ylmethyl)-5,6-dihydro-1H-imidazo[4,5-d]pyridazine-4,7-dione). As a reaction SMILES: [CH2:1]([N:5]1[C:9]2[C:10](=[O:16])[NH:11][N:12]([CH3:15])[C:13](=[O:14])[C:8]=2[N:7]=[C:6]1[N:17]1[CH2:22][CH2:21][CH2:20][C@@H:19]([NH:23][C:24]([O:26][C:27]([CH3:30])([CH3:29])[CH3:28])=[O:25])[CH2:18]1)[C:2]#[C:3][CH3:4].C(=O)([O-])[O-].[K+].[K+].[CH3:37][C:38]1[N:39]=[C:40]([CH2:48]Cl)[C:41]2[C:46]([CH:47]=1)=[CH:45][CH:44]=[CH:43][CH:42]=2.O>CN(C)C=O>[CH2:1]([N:5]1[C:9]2[C:10](=[O:16])[N:11]([CH2:48][C:40]3[C:41]4[C:46](=[CH:45][CH:44]=[CH:43][CH:42]=4)[CH:47]=[C:38]([CH3:37])[N:39]=3)[N:12]([CH3:15])[C:13](=[O:14])[C:8]=2[N:7]=[C:6]1[N:17]1[CH2:22][CH2:21][CH2:20][C@@H:19]([NH:23][C:24]([O:26][C:27]([CH3:30])([CH3:29])[CH3:28])=[O:25])[CH2:18]1)[C:2]#[C:3][CH3:4] |f:1.2.3|. Procedure: 0.20 g of (R)-1-(but-2-ynyl)-2-(3-tert-butoxycarbonylamino-piperidin-1-yl)-5-methyl-5,6-dihydro-1H-imidazo[4,5-d]pyridazine-4,7-dione and 0.10 g potassium carbonate are placed in 2 ml of dimethylformamide. Then 0.10 g of 3-methyl-isoquinolin-1-yl-methylchloride are added and the mixture is stirred for 5 h at 50° C. After the addition of water the mixture is extracted three times with ethyl acetate, the combined organic phases are dried over sodium sulphate, and the solvent is removed. The residu... Reactants: CC(Br)C(=O)c1ccc(F)cc1F, CO, O=C[O-], [Na+]. Product: CC(O)C(=O)c1ccc(F)cc1F. Reaction SMILES: [Br:1][CH:2]([C:3](=[O:4])[c:5]1[c:6]([F:12])[cH:7][c:8]([F:11])[cH:9][cH:10]1)[CH3:13].[CH3:18][OH:19].[CH:14](=[O:15])[O-:16].[Na+:17]>>[CH:2]([C:3](=[O:4])[c:5]1[c:6]([F:12])[cH:7][c:8]([F:11])[cH:9][cH:10]1)([CH3:13])[OH:15].